Task: describe an organic reaction: reactants, conditions, products, and yield. Dataset: the Open Reaction Database (ORD), a public repository of structured organic reaction records The reactants are C[Si](C)(C)[N-][Si](C)(C)C.[Na+] (sodium bis(trimethylsilyl)amide), COC1=CC=C(CN(C2=NC(=NC(=N2)C)C=2C=C(C=NC2F)C(C(=O)OC(C)(C)C)(C)C)CC2=CC=C(C=C2)OC)C=C1 (Tert-butyl 2-(5-(4-(bis(4-methoxybenzyl)amino)-6-methyl-1,3,5-triazin-2-yl)-6-fluoropyridin-3-yl)-2-methylpropanoate), FC=1C=C(C=NC1OC)N (5-fluoro-6-methoxypyridin-3-amine). Run in C1CCOC1 (THF), CCOC(=O)C (EtOAc), O1CCCC1 (tetrahydrofuran). Run at temperature -60 celsius, time 1 hour. Product: COC1=CC=C(CN(C2=NC(=NC(=N2)C)C=2C=C(C=NC2NC=2C=NC(=C(C2)F)OC)C(C(=O)OC(C)(C)C)(C)C)CC2=CC=C(C=C2)OC)C=C1 (Tert-Butyl 2-(5-(4-(Bis(4-Methoxybenzyl)Amino)-6-Methyl-1,3,5-Triazin-2-yl)-6-(5-Fluoro-6-Methoxypyridin-3-Ylamino)Pyridin-3-yl)-2-Methylpropanoate). Isolated yield 11.0%. As a reaction SMILES: [CH3:1][O:2][C:3]1[CH:43]=[CH:42][C:6]([CH2:7][N:8]([CH2:33][C:34]2[CH:39]=[CH:38][C:37]([O:40][CH3:41])=[CH:36][CH:35]=2)[C:9]2[N:14]=[C:13]([CH3:15])[N:12]=[C:11]([C:16]3[CH:17]=[C:18]([C:23]([CH3:32])([CH3:31])[C:24]([O:26][C:27]([CH3:30])([CH3:29])[CH3:28])=[O:25])[CH:19]=[N:20][C:21]=3F)[N:10]=2)=[CH:5][CH:4]=1.[F:44][C:45]1[CH:46]=[C:47]([NH2:53])[CH:48]=[N:49][C:50]=1[O:51][CH3:52].C[Si]([N-][Si](C)(C)C)(C)C.[Na+]>O1CCCC1.CCOC(C)=O>[CH3:1][O:2][C:3]1[CH:43]=[CH:42][C:6]([CH2:7][N:8]([CH2:33][C:34]2[CH:35]=[CH:36][C:37]([O:40][CH3:41])=[CH:38][CH:39]=2)[C:9]2[N:14]=[C:13]([CH3:15])[N:12]=[C:11]([C:16]3[CH:17]=[C:18]([C:23]([CH3:32])([CH3:31])[C:24]([O:26][C:27]([CH3:28])([CH3:30])[CH3:29])=[O:25])[CH:19]=[N:20][C:21]=3[NH:53][C:47]3[CH:48]=[N:49][C:50]([O:51][CH3:52])=[C:45]([F:44])[CH:46]=3)[N:10]=2)=[CH:5][CH:4]=1 |f:2.3|. Reported procedure: Tert-butyl 2-(5-(4-(bis(4-methoxybenzyl)amino)-6-methyl-1,3,5-triazin-2-yl)-6-fluoropyridin-3-yl)-2-methylpropanoate (185 mg, 0.315 mmol) and 5-fluoro-6-methoxypyridin-3-amine (Aldrich; 67.1 mg, 0.472 mmol) were dissolved in tetrahydrofuran (3.1 mL) and the resulting mixture was cooled to −60° C. and sodium bis(trimethylsilyl)amide, 1 M in THF (Aldrich; 944 μL, 0.944 mmol) was added. The resulting mixture was stirred at −60° C. for 1 h, and the reaction mixture was then diluted with 100 mL of Et... Starting materials: COC=1C=C(C=CC1)CC#N (3-methoxy-phenyl-acetonitrile), [H-].[Na+] (NaH), BrCCC1=CC=CC=C1 (2-bromoethylbenzene). Solvent: CN(C)C=O (DMF). Yields the product COC=1C=C(C=CC1)C(C#N)CCC1=CC=CC=C1 (2-(3-Methoxy-phenyl)-4phenyl-butyronitrile). The yield is 63.7%. Reaction SMILES: [CH3:1][O:2][C:3]1[CH:4]=[C:5]([CH2:9][C:10]#[N:11])[CH:6]=[CH:7][CH:8]=1.[H-].[Na+].Br[CH2:15][CH2:16][C:17]1[CH:22]=[CH:21][CH:20]=[CH:19][CH:18]=1>CN(C=O)C>[CH3:1][O:2][C:3]1[CH:4]=[C:5]([CH:9]([CH2:15][CH2:16][C:17]2[CH:22]=[CH:21][CH:20]=[CH:19][CH:18]=2)[C:10]#[N:11])[CH:6]=[CH:7][CH:8]=1 |f:1.2|. Procedure: By working in a way similar to that described in example 16 but using 3-methoxy-phenyl-acetonitrile (4.4 g, 30 mmoles), anhydrous DMF (30 ml), NaH (55-65%, 1.44 g, 36 mmoles) and 2-bromoethylbenzene (6.7 g, 36.3 mmoles), 4.8 g of the title compound were obtained (yield: 64%). Starting materials: C([O-])([O-])=O.[K+].[K+] (potassium carbonate), C(=C)[B-](F)(F)F.[K+] (potassium vinyltrifluoroborate), ClCCl (dichloromethane), BrC1=CC(=C(C2=CC=CC=C12)OC)C(=O)OC (methyl 4-bromo-1-methoxy-2-naphthoate). Reagents/catalysts: C1=CC=C(C=C1)P([C-]2C=CC=C2)C3=CC=CC=C3.C1=CC=C(C=C1)P([C-]2C=CC=C2)C3=CC=CC=C3.Cl[Pd]Cl.[Fe+2] ([1,1′-bis(diphenylphosphino)ferrocene]dichloro-palladium(II)). The solvent is O (water), C(C)(=O)OCC (ethyl acetate), C1CCOC1 (THF). Run at temperature 65 celsius. The product is C(=O)C1=CC(=C(C2=CC=CC=C12)OC)C(=O)OC (methyl 4-formyl-1-methoxy-2-naphthoate). Reaction SMILES: Br[C:2]1[C:11]2[C:6](=[CH:7][CH:8]=[CH:9][CH:10]=2)[C:5]([O:12][CH3:13])=[C:4]([C:14]([O:16][CH3:17])=[O:15])[CH:3]=1.[C:18](=O)([O-])[O-:19].[K+].[K+].C([B-](F)(F)F)=C.[K+].ClCCl>C(OCC)(=O)C.C1C=CC(P(C2C=CC=CC=2)[C-]2C=CC=C2)=CC=1.C1C=CC(P(C2C=CC=CC=2)[C-]2C=CC=C2)=CC=1.Cl[Pd]Cl.[Fe+2].O.C1COCC1>[CH:18]([C:2]1[C:11]2[C:6](=[CH:7][CH:8]=[CH:9][CH:10]=2)[C:5]([O:12][CH3:13])=[C:4]([C:14]([O:16][CH3:17])=[O:15])[CH:3]=1)=[O:19] |f:1.2.3,4.5,8.9.10.11|. Procedure details: To a solution of methyl 4-bromo-1-methoxy-2-naphthoate (see Example 2, 5.00 g, 16.9 mmol) in a 105 mL of a 20:1 mixture of THF:water under an atmosphere of nitrogen was added potassium carbonate (2.58 g, 18.6 mmol), potassium vinyltrifluoroborate (3.40 g, 25.4 mmol), and [1,1′-bis(diphenylphosphino)ferrocene]dichloro-palladium(II), 1:1 complex with dichloromethane (1.24 g, 1.69 mmol). The reaction was heated at 65° C. for 65 hours, cooled to room temperature, diluted with ethyl acetate, and filt... The reactants are CC(C)C1=CC2=C(C=C1)[C@]3(CCC[C@@]([C@@H]3CC2)(C)CN)C.CC(=O)O (dehydroabietylamine acetate), [OH-].[Na+] (NaOH). The solvent is O (water). Yields the product CC(C)C1=CC2=C(C=C1)[C@]3(CCC[C@@]([C@@H]3CC2)(C)CN)C (dehydroabietylamine). Yield: 76.6%. As a reaction SMILES: [CH3:1][CH:2]([C:4]1[CH:9]=[CH:8][C:7]2[C@:10]3([CH3:21])[C@@H:15]([CH2:16][CH2:17][C:6]=2[CH:5]=1)[C@@:14]([CH2:19][NH2:20])([CH3:18])[CH2:13][CH2:12][CH2:11]3)[CH3:3].CC(O)=O.[OH-].[Na+]>O>[CH3:3][CH:2]([C:4]1[CH:9]=[CH:8][C:7]2[C@:10]3([CH3:21])[C@@H:15]([CH2:16][CH2:17][C:6]=2[CH:5]=1)[C@@:14]([CH2:19][NH2:20])([CH3:18])[CH2:13][CH2:12][CH2:11]3)[CH3:1] |f:0.1,2.3|. Reported procedure: A solution of dehydroabietylamine acetate (47 g, 0.16 mol) in water (175 mL) was gently warmed until the solution became homogeneous. An aqueous solution of NaOH (10% W/V, 61 mL) was carefully added and after cooling to room temperature. The aqueous solution was extracted with diethyl ether, dried over MgSO4, filtered and concentrated to give dehydroabietylamine (35 g, 58%) as a viscous oil which solidified on standing. Starting materials: CC(C)([O-])C.[K+] (potassium tert-butoxide), C(#N)CP(OCC)(OCC)=O (diethyl cyanomethylphosphonate), C(=O)C1CC(CCC1)NC(OC(C)(C)C)=O (tert-butyl (3-formylcyclohexyl)carbamate). Run in C1CCOC1 (THF), O1CCCC1 (tetrahydrofuran). Run at temperature 0 celsius, time 1 hour. Product: C(#N)C=CC1CC(CCC1)NC(OC(C)(C)C)=O (tert-Butyl {3-[2-cyanovinyl]cyclohexyl}carbamate). Reaction SMILES: CC(C)([O-])C.[K+].[C:7]([CH2:9]P(=O)(OCC)OCC)#[N:8].[CH:18]([CH:20]1[CH2:25][CH2:24][CH2:23][CH:22]([NH:26][C:27](=[O:33])[O:28][C:29]([CH3:32])([CH3:31])[CH3:30])[CH2:21]1)=O>O1CCCC1>[C:7]([CH:9]=[CH:18][CH:20]1[CH2:25][CH2:24][CH2:23][CH:22]([NH:26][C:27](=[O:33])[O:28][C:29]([CH3:32])([CH3:31])[CH3:30])[CH2:21]1)#[N:8] |f:0.1|. Procedure: To 1.0 M potassium tert-butoxide in THF (2.0 mL, 2.0 mmol) was added diethyl cyanomethylphosphonate (0.30 mL, 1.8 mmol) dropwise at 0° C. and the mixture was stirred at 0° C. for 1 h. A solution of tert-butyl (3-formylcyclohexyl)carbamate (0.30 g, 1.3 mmol) in tetrahydrofuran (9.3 mL) was added dropwise, then cooling bath was removed, and the mixture was stirred at room temperature overnight. The mixture was diluted with EtOAc, washed with water, concentrated and purified on silica gel column (e... Reactants: O (water), BrC=1C=NN(C1)C1OCCCC1 (4-Bromo-1-(tetrahydro-2H-pyran-2-yl)-1H-pyrazole), CN(C)C=O (DMF), [Li]CCCC (n-BuLi). Run in C1CCOC1 (THF). Reaction conditions: time 45 minute. The product is O1C(CCCC1)N1N=CC(=C1)C=O (1-(tetrahydro-2H-pyran-2-yl)-1H-pyrazole-4-carbaldehyde). Yield: 61.0%. Reaction SMILES: Br[C:2]1[CH:3]=[N:4][N:5]([CH:7]2[CH2:12][CH2:11][CH2:10][CH2:9][O:8]2)[CH:6]=1.[Li]CCCC.CN([CH:21]=[O:22])C.O>C1COCC1>[O:8]1[CH2:9][CH2:10][CH2:11][CH2:12][CH:7]1[N:5]1[CH:6]=[C:2]([CH:21]=[O:22])[CH:3]=[N:4]1. Reported procedure: 4-Bromo-1-(tetrahydro-2H-pyran-2-yl)-1H-pyrazole (61 g, 0.264 mol) was dissolved in THF (400 mL). Then 1.6 M n-BuLi (181 mL) was added to the solution which was at −95° C. The reaction mixture was stirred over a period of 45 minutes at the same temperature. Then DMF (22.4 mL, 0.29 mol) was added (the same temperature was maintained). The mixture was allowed to heat up to room temperature before addition of water (100 mL). The organic layer was separated, and the aqueous phase was extracted with ...